From a dataset of the Open Reaction Database (ORD), a public repository of structured organic reaction records. describe an organic reaction: reactants, conditions, products, and yield Starting materials: BrC1=CC=C(CC=2N(C=C(N2)C2=C(C=C(C=C2)F)F)C2=CC=C(C=C2)N2CC(NS2(=O)=O)=O)C=C1 (5-{-4-[2-(4-Bromo-benzyl)-4-(2,4-difluoro-phenyl)-imidazol-1-yl]-phenyl}-1,2,5-thiadiazolidine-3-one-1,1-dioxide), C1(CCCCC1)C1=CC=C(C=C1)B(O)O (4-cyclohexylphenylboronic acid). Product: C1(CCCCC1)C1=CC=C(C=C1)C1=CC=C(C=C1)CC=1N(C=C(N1)C1=C(C=C(C=C1)F)F)C1=CC=C(C=C1)N1CC(NS1(=O)=O)=O (5-{4-[2-(4′-cyclohexyl-biphenyl-4-ylmethyl)-4-(2,4-difluoro-phenyl)-imidazol-1-yl]-phenyl}-1,2,5-thiadiazolidine-3-one-1,1-dioxide). As a reaction SMILES: Br[C:2]1[CH:35]=[CH:34][C:5]([CH2:6][C:7]2[N:8]([C:20]3[CH:25]=[CH:24][C:23]([N:26]4[S:30](=[O:32])(=[O:31])[NH:29][C:28](=[O:33])[CH2:27]4)=[CH:22][CH:21]=3)[CH:9]=[C:10]([C:12]3[CH:17]=[CH:16][C:15]([F:18])=[CH:14][C:13]=3[F:19])[N:11]=2)=[CH:4][CH:3]=1.[CH:36]1([C:42]2[CH:47]=[CH:46][C:45](B(O)O)=[CH:44][CH:43]=2)[CH2:41][CH2:40][CH2:39][CH2:38][CH2:37]1>>[CH:42]1([C:36]2[CH:37]=[CH:38][C:39]([C:2]3[CH:3]=[CH:4][C:5]([CH2:6][C:7]4[N:8]([C:20]5[CH:25]=[CH:24][C:23]([N:26]6[S:30](=[O:31])(=[O:32])[NH:29][C:28](=[O:33])[CH2:27]6)=[CH:22][CH:21]=5)[CH:9]=[C:10]([C:12]5[CH:17]=[CH:16][C:15]([F:18])=[CH:14][C:13]=5[F:19])[N:11]=4)=[CH:34][CH:35]=3)=[CH:40][CH:41]=2)[CH2:43][CH2:44][CH2:45][CH2:46][CH2:47]1. Procedure details: 5-{-4-[2-(4-Bromo-benzyl)-4-(2,4-difluoro-phenyl)-imidazol-1-yl]-phenyl}-1,2,5-thiadiazolidine-3-one-1,1-dioxide (prepared according to general procedures A, B and C subsequently) (56 mg, 0.1 mmol) was treated as described in general procedure G using 4-cyclohexylphenylboronic acid (41 mg, 0.2 mmol) to give 5-{4-[2-(4′-cyclohexyl-biphenyl-4-ylmethyl)-4-(2,4-difluoro-phenyl)-imidazol-1-yl]-phenyl}-1,2,5-thiadiazolidine-3-one-1,1-dioxide. Reactants: aqueous solution, C=O (formaldehyde), C(C)(=O)O (acetic acid), CC1CNCC(O1)C (2,6-dimethylmorpholine), ClC1=C(C=CC=C1Cl)C1=CNC=C1C#N (3-(2,3-dichlorophenyl)-4-cyanopyrrole). Run in O (water), C(C)O (ethanol), O (Water). Conditions: time 8 hour. Yields the product CC1CN(CC(O1)C)CN1C=C(C(=C1)C#N)C1=C(C(=CC=C1)Cl)Cl (N-(2,6-Dimethylmorpholin-4-ylmethyl)-3-(2,3-dichlorophenyl)-4-cyanopyrrole). Reaction SMILES: [Cl:1][C:2]1[C:7]([Cl:8])=[CH:6][CH:5]=[CH:4][C:3]=1[C:9]1[C:13]([C:14]#[N:15])=[CH:12][NH:11][CH:10]=1.C=O.[C:18](O)(=O)C.[CH3:22][CH:23]1[O:28][CH:27]([CH3:29])[CH2:26][NH:25][CH2:24]1>C(O)C.O>[CH3:29][CH:27]1[O:28][CH:23]([CH3:22])[CH2:24][N:25]([CH2:18][N:11]2[CH:12]=[C:13]([C:14]#[N:15])[C:9]([C:3]3[CH:4]=[CH:5][CH:6]=[C:7]([Cl:8])[C:2]=3[Cl:1])=[CH:10]2)[CH2:26]1. Procedure: To a suspension of 10 g of 3-(2,3-dichlorophenyl)-4-cyanopyrrole in 35 ml of ethanol are added 5 ml of a 38% aqueous solution of formaldehyde and 0.4 ml of acetic acid. With stirring, 8.3 ml of 2,6-dimethylmorpholine (mixture of cis/trans isomers) are added dropwise, the temperature rising to 37° C. Then 14 ml of water are added dropwise and the solution is left to stand overnight at room temperature. Water is again added until the onset of turbidity. The batch is then cooled in an ice bath and ... Starting materials: CCOC(C)=O, O=C(NCC1CN(c2ccc(N3CCOCC3=O)cc2)C(=O)O1)c1ccc(Cl)s1, O=C(Cl)CCCCl, [H-], [Na+], CN(C)C=O, O. Yields the product O=C(CCCCl)N(CC1CN(c2ccc(N3CCOCC3=O)cc2)C(=O)O1)C(=O)c1ccc(Cl)s1. Reaction SMILES: [CH3:45][CH2:46][O:47][C:48](=[O:49])[CH3:50].[Cl:1][c:2]1[cH:3][cH:4][c:5]([C:7](=[O:8])[NH:9][CH2:10][CH:11]2[CH2:12][N:13]([c:17]3[cH:18][cH:19][c:20]([N:23]4[C:24](=[O:29])[CH2:25][O:26][CH2:27][CH2:28]4)[cH:21][cH:22]3)[C:14](=[O:16])[O:15]2)[s:6]1.[Cl:37][CH2:38][CH2:39][CH2:40][C:41](=[O:42])[Cl:43].[H-:35].[Na+:36].[O:30]=[CH:31][N:32]([CH3:33])[CH3:34].[OH2:44]>>[Cl:1][c:2]1[cH:3][cH:4][c:5]([C:7](=[O:8])[N:9]([CH2:10][CH:11]2[CH2:12][N:13]([c:17]3[cH:18][cH:19][c:20]([N:23]4[C:24](=[O:29])[CH2:25][O:26][CH2:27][CH2:28]4)[cH:21][cH:22]3)[C:14](=[O:16])[O:15]2)[C:41]([CH2:40][CH2:39][CH2:38][Cl:37])=[O:42])[s:6]1. Reactants: FC=1C=C2CCNC(C2=CC1)=O (6-fluoro-3,4-dihydro-2H-isoquinolin-1-one), NN (hydrazine). Run in O1CCOCC1 (dioxane). The product is N(N)C=1C=C2CCNC(C2=CC1)=O (6-Hydrazino-3,4-dihydro-2H-isoquinolin-1-one). RXN SMILES: F[C:2]1[CH:3]=[C:4]2[C:9](=[CH:10][CH:11]=1)[C:8](=[O:12])[NH:7][CH2:6][CH2:5]2.[NH2:13][NH2:14]>O1CCOCC1>[NH:13]([C:2]1[CH:3]=[C:4]2[C:9](=[CH:10][CH:11]=1)[C:8](=[O:12])[NH:7][CH2:6][CH2:5]2)[NH2:14]. Reported procedure: A solution of 6-fluoro-3,4-dihydro-2H-isoquinolin-1-one (3.6 g, 0.022 mole) and hydrazine (17.3 mL, 0.55 mole) was stirred at reflux in dioxane (150 mL) under nitrogen for 48 hours. The reaction mixture was concentrated under vacuo, water added (150 mL), and the product isolated by filtration. The product was thoroughly washed with diethyl ether to give the titled compound quantitatively as a white solid.